From a dataset of the Open Reaction Database (ORD), a public repository of structured organic reaction records. describe an organic reaction: reactants, conditions, products, and yield The reactants are N1(CCCCC1)C(=O)Cl (1-piperidinecarbonyl chloride), C(C)(C)N(C(C)C)CC (N,N-diisopropylethylamine), C(C)(C)(C)OC(=O)N1CCN(CC1)C1=CC2=C(N=C(N2)C2=NN(C=C2N)C2OCCCC2)C=C1F (4-{2-[4-amino-1-(tetrahydropyran-2-yl)-1H-pyrazol-3-yl]-6-fluoro-3H-benzimidazol-5-yl}piperazine-1-carboxylic acid tert-butyl ester), saturated solution, C([O-])(O)=O.[Na+] (sodium bicarbonate). Solvent: C1CCOC1 (THF). Reaction conditions: temperature 80 celsius. Yields the product C(C)(C)(C)OC(=O)N1CCN(CC1)C1=CC2=C(N=C(N2)C2=NN(C=C2NC(=O)N2CCCCC2)C2OCCCC2)C=C1F (4-{6-fluoro-2-[4-[(piperidine-1-carbonyl)amino]-1-(tetrahydropyran-2-yl)-1H-pyrazol-3-yl]-3H-benzimidazol-5-yl}piperazine-1-carboxylic acid tert-butyl ester). Reaction SMILES: [N:1]1([C:7](Cl)=[O:8])[CH2:6][CH2:5][CH2:4][CH2:3][CH2:2]1.C(N(CC)C(C)C)(C)C.[C:19]([O:23][C:24]([N:26]1[CH2:31][CH2:30][N:29]([C:32]2[C:52]([F:53])=[CH:51][C:35]3[N:36]=[C:37]([C:39]4[C:43]([NH2:44])=[CH:42][N:41]([CH:45]5[CH2:50][CH2:49][CH2:48][CH2:47][O:46]5)[N:40]=4)[NH:38][C:34]=3[CH:33]=2)[CH2:28][CH2:27]1)=[O:25])([CH3:22])([CH3:21])[CH3:20].C(=O)(O)[O-].[Na+]>C1COCC1>[C:19]([O:23][C:24]([N:26]1[CH2:31][CH2:30][N:29]([C:32]2[C:52]([F:53])=[CH:51][C:35]3[N:36]=[C:37]([C:39]4[C:43]([NH:44][C:7]([N:1]5[CH2:6][CH2:5][CH2:4][CH2:3][CH2:2]5)=[O:8])=[CH:42][N:41]([CH:45]5[CH2:50][CH2:49][CH2:48][CH2:47][O:46]5)[N:40]=4)[NH:38][C:34]=3[CH:33]=2)[CH2:28][CH2:27]1)=[O:25])([CH3:22])([CH3:20])[CH3:21] |f:3.4|. Procedure details: 1.2 mL of 1-piperidinecarbonyl chloride and 1.7 mL of N,N-diisopropylethylamine are added to a solution of 480 mg of 4-{2-[4-amino-1-(tetrahydropyran-2-yl)-1H-pyrazol-3-yl]-6-fluoro-3H-benzimidazol-5-yl}piperazine-1-carboxylic acid tert-butyl ester in 10 mL of THF. The reaction mixture is heated at 80° C. for 16 hours. The reaction medium is cooled to ambient temperature and 20 mL of a saturated solution of sodium bicarbonate are added. The aqueous phases are extracted with 3 times 10 mL of EtOA...